Dataset: the Open Reaction Database (ORD), a public repository of structured organic reaction records. Task: describe an organic reaction: reactants, conditions, products, and yield Reactants: ClC1=NC=NC(=C1NC)Cl (4,6-dichloro-N-methylpyrimidin-5-amine), N (ammonia). Yields the product ClC1=C(C(=NC=N1)N)NC (6-Chloro-N5-methylpyrimidine-4,5-diamine). Yield: 76.8%. RXN SMILES: [Cl:1][C:2]1[C:7]([NH:8][CH3:9])=[C:6](Cl)[N:5]=[CH:4][N:3]=1.[NH3:11]>>[Cl:1][C:2]1[N:3]=[CH:4][N:5]=[C:6]([NH2:11])[C:7]=1[NH:8][CH3:9]. Reported procedure: Combine 4,6-dichloro-N-methylpyrimidin-5-amine (0.6 g; 0.0034 mol), and liquid ammonia (6 mL) and stir at 80° C. for 4 h. Extract with EA and evaporate to give the title compound (0.41 g; 76.78%). Product: ClC1=CC=C(C=C1)/C(/C#N)=C/C=1NC=CC1 ((Z)-2-(4-Chloro-phenyl)-3-(1H-pyrrol-2-yl)acrylonitrile). The solvent is O (water). Procedure details: A suspension of 1H-pyrrole-2-carbaldehyde (3.3 g, 34.7 mmol) and 4-chlorophenylacetonitrile (5.5 g, 33.0 mmol, 0.95 equivalents) in water (50 ml) was heated to 50° C. When all the solid material had melted, the vigorously stirred mixture was treated with 40% aqueous Triton B (14 ml, 5.6 mmol). Precipitation began almost immediately. Stirring was continued for 5 h at 50° C., breaking up lumps when necessary. The still warm suspension was filtered through a sintered glass funnel and washed with wa... Starting materials: N1C(=CC=C1)C=O (1H-pyrrole-2-carbaldehyde), ClC1=CC=C(C=C1)CC#N (4-chlorophenylacetonitrile). Conditions: temperature 50 celsius, time 5 hour. RXN SMILES: [NH:1]1[CH:5]=[CH:4][CH:3]=[C:2]1[CH:6]=O.[Cl:8][C:9]1[CH:14]=[CH:13][C:12]([CH2:15][C:16]#[N:17])=[CH:11][CH:10]=1>O>[Cl:8][C:9]1[CH:14]=[CH:13][C:12](/[C:15](=[CH:6]/[C:2]2[NH:1][CH:5]=[CH:4][CH:3]=2)/[C:16]#[N:17])=[CH:11][CH:10]=1. Reactants: Cl.CC=1C=C(C=NC1OCC(F)(F)F)C(C)N (1-(5-methyl-6-(2,2,2-trifluoroethoxy)pyridin-3-yl)ethanamine hydrochloride), NC1=NC(=CC(=N1)C(=O)O)C (2-amino-6-methylpyrimidine-4-carboxylic acid). The product is NC1=NC(=CC(=N1)C(=O)NC(C)C=1C=NC(=C(C1)C)OCC(F)(F)F)C (2-amino-6-methyl-N-(1-(5-methyl-6-(2,2,2-trifluoroethoxy)pyridin-3-yl)ethyl)pyrimidine-4-carboxamide). Yield: 54.0%. As a reaction SMILES: Cl.[CH3:2][C:3]1[CH:4]=[C:5]([CH:15]([NH2:17])[CH3:16])[CH:6]=[N:7][C:8]=1[O:9][CH2:10][C:11]([F:14])([F:13])[F:12].[NH2:18][C:19]1[N:24]=[C:23]([C:25](O)=[O:26])[CH:22]=[C:21]([CH3:28])[N:20]=1>>[NH2:18][C:19]1[N:24]=[C:23]([C:25]([NH:17][CH:15]([C:5]2[CH:6]=[N:7][C:8]([O:9][CH2:10][C:11]([F:14])([F:12])[F:13])=[C:3]([CH3:2])[CH:4]=2)[CH3:16])=[O:26])[CH:22]=[C:21]([CH3:28])[N:20]=1 |f:0.1|. Procedure: The title compound is prepared in 54% yield (110 mg, clear pale yellow oil) from 1-(5-methyl-6-(2,2,2-trifluoroethoxy)pyridin-3-yl)ethanamine hydrochloride (150 mg, 0.56 mmol, Amine-17, single enantiomer) and 2-amino-6-methylpyrimidine-4-carboxylic acid (85 mg, 0.56 mmol) by the similar manner in Step-1 of Example 8. Reactants: CNC(=O)C=1C=NN(C1)C1=NC(=C2N=CN(C2=N1)[C@H]1[C@@H]([C@@H]([C@H](C1)NC(CC)=O)O)O)NCC(C1=CC=CC=C1)C1=CC=CC=C1 (1-[9-((1R,2S,3R,4S)-2,3-dihydroxy-4-propionylamino-cyclopentyl)-6-(2,2-diphenyl-ethylamino)-9H-purin-2-yl]-1H-pyrazole-4-carboxylic acid methylamide), CN (methylamine), C(C)OC(=O)C=1C=NN(C1)C1=NC(=C2N=CN(C2=N1)[C@H]1[C@@H]([C@@H]([C@H](C1)NC(CC)=O)O)O)NCC(C1=CC=CC=C1)C1=CC=CC=C1 (1-[9-((1R,2S,3R,4S)-2,3-Dihydroxy-4-propionylamino-cyclopentyl)-6-(2,2-diphenyl-ethylamino)-9H-purin-2-yl]-1H-pyrazole-4-carboxylic acid ethyl ester), N1=C(C=CC=C1)CN (C-pyridin-2-yl-methylamine). The product is N1=C(C=CC=C1)CNC(=O)C=1C=NN(C1)C1=NC(=C2N=CN(C2=N1)[C@H]1[C@@H]([C@@H]([C@H](C1)NC(CO)=O)O)O)NCC(C1=CC=CC=C1)C1=CC=CC=C1 (1-[9-[(1R,2S,3R,4S)-2,3-Dihydroxy-4-(2-hydroxy-acetylamino)-cyclopentyl]-6-(2,2-diphenyl-ethylamino)-9H-purin-2-yl]-1H-pyrazole-4-carboxylic acid (pyridin-2-ylmethyl)-amide). Reaction SMILES: [CH3:1][NH:2][C:3]([C:5]1[CH:6]=[N:7][N:8]([C:10]2[N:18]=[C:17]3[C:13]([N:14]=[CH:15][N:16]3[C@@H:19]3[CH2:23][C@H:22]([NH:24][C:25](=[O:28])[CH2:26]C)[C@@H:21]([OH:29])[C@H:20]3[OH:30])=[C:12]([NH:31][CH2:32][CH:33]([C:40]3[CH:45]=[CH:44][CH:43]=[CH:42][CH:41]=3)[C:34]3[CH:39]=[CH:38][CH:37]=[CH:36][CH:35]=3)[N:11]=2)[CH:9]=1)=[O:4].C([O:48]C(C1C=NN(C2N=C3C(N=CN3[C@@H]3C[C@H](NC(=O)CC)[C@@H](O)[C@H]3O)=C(NCC(C3C=CC=CC=3)C3C=CC=CC=3)N=2)C=1)=O)C.[N:92]1[CH:97]=[CH:96][CH:95]=[CH:94][C:93]=1CN.CN>>[N:92]1[CH:97]=[CH:96][CH:95]=[CH:94][C:93]=1[CH2:1][NH:2][C:3]([C:5]1[CH:6]=[N:7][N:8]([C:10]2[N:18]=[C:17]3[C:13]([N:14]=[CH:15][N:16]3[C@@H:19]3[CH2:23][C@H:22]([NH:24][C:25](=[O:28])[CH2:26][OH:48])[C@@H:21]([OH:29])[C@H:20]3[OH:30])=[C:12]([NH:31][CH2:32][CH:33]([C:34]3[CH:35]=[CH:36][CH:37]=[CH:38][CH:39]=3)[C:40]3[CH:41]=[CH:42][CH:43]=[CH:44][CH:45]=3)[N:11]=2)[CH:9]=1)=[O:4]. Procedure: The title compound is prepared analogously to 1-[9-((1R,2S,3R,4S)-2,3-dihydroxy-4-propionylamino-cyclopentyl)-6-(2,2-diphenyl-ethylamino)-9H-purin-2-yl]-1H-pyrazole-4-carboxylic acid methylamide (Example 173), by substituting 1-[9-[(1R,2S,3R,4S)-2,3-dihydroxy-4-(2-hydroxy-acetylamino)-cyclopentyl]-6-(2,2-diphenyl-ethylamino)-9H-purin-2-yl]-1H-pyrazole-4-carboxylic acid ethyl ester (Intermediate ZS) for 1-[9-((1R,2S,3R,4S)-2,3-dihydroxy-4-propionylamino-cyclopentyl)-6-(2,2-diphenyl-ethylamino)-9H... The reactants are CCOC(=O)c1cc(CO)cc(C(=O)O)c1, CCCNC, CCN=C=NCCCN(C)C, ClCCl, Cl, CN(C)C=O, On1nnc2ccccc21. The product is CCCN(C)C(=O)c1cc(CO)cc(C(=O)OCC)c1. Reaction SMILES: [CH2:1]([CH3:2])[O:3][C:4]([c:5]1[cH:6][c:7]([C:8](=[O:9])[OH:10])[cH:11][c:12]([CH2:14][OH:15])[cH:13]1)=[O:16].[CH3:17][NH:18][CH2:19][CH2:20][CH3:21].[CH3:33][N:34]([CH3:35])[CH2:36][CH2:37][CH2:38][N:39]=[C:40]=[N:41][CH2:42][CH3:43].[Cl:44][CH2:45][Cl:46].[ClH:32].[O:47]=[CH:48][N:49]([CH3:50])[CH3:51].[OH:22][n:23]1[c:24]2[cH:25][cH:26][cH:27][cH:28][c:29]2[n:30][n:31]1>>[CH2:1]([CH3:2])[O:3][C:4]([c:5]1[cH:6][c:7]([C:8](=[O:10])[N:18]([CH3:17])[CH2:19][CH2:20][CH3:21])[cH:11][c:12]([CH2:14][OH:15])[cH:13]1)=[O:16]. The reactants are ClCCN1C(=NC=C1)[N+](=O)[O-] (1-(2-chloroethyl)-2-nitroimidazole), [I-].[Na+] (sodium iodide). Procedure details: 163.4 g of 1-(2-chloroethyl)-2-nitroimidazole and 200.4 g of sodium iodide were heated under reflux for 4.5 hours in a 1 liter of ethyl methyl ketone. After cooling, the mixture was filtered, the solvent was evaporated off, the residue was partitioned between 2 liters of dichloromethane and 1 liter of water and the organic phase was washed twice with 1 liter of water each time and evaporated. Crystallization from 1 liter of of isopropanol yielded 206 g 1-(2-iodoethyl)-2-nitroimidazole, m.p. 79°-... The yield is 82.9%. The solvent is CC(=O)CC (ethyl methyl ketone). Reaction SMILES: Cl[CH2:2][CH2:3][N:4]1[CH:8]=[CH:7][N:6]=[C:5]1[N+:9]([O-:11])=[O:10].[I-:12].[Na+]>CC(CC)=O>[I:12][CH2:2][CH2:3][N:4]1[CH:8]=[CH:7][N:6]=[C:5]1[N+:9]([O-:11])=[O:10] |f:1.2|. The product is ICCN1C(=NC=C1)[N+](=O)[O-] (1-(2-iodoethyl)-2-nitroimidazole). Starting materials: CC1CC(NC(N1)=O)=O (6-methyl-5,6-dihydrouracil), C(C)(=O)OC(C)=O (acetic acid anhydride), OS(=O)(=O)O (H2SO4). The product is C(C)(=O)N1C(=O)NC(=O)CC1C (1-acetyl-6-methyl-5,6-dihydrouracil). Reaction SMILES: [CH3:1][CH:2]1[NH:7][C:6](=[O:8])[NH:5][C:4](=[O:9])[CH2:3]1.[C:10](OC(=O)C)(=[O:12])[CH3:11].OS(O)(=O)=O>>[C:10]([N:7]1[CH:2]([CH3:1])[CH2:3][C:4](=[O:9])[NH:5][C:6]1=[O:8])(=[O:12])[CH3:11]. Reported procedure: In the manner described above, 65 gm (0.5 mol) of 6-methyl-5,6-dihydrouracil were reacted with 8 mols of acetic acid anhydride in the presence of 2 ml of H2SO4. The product recrystallized from isopropanol had a melting point of 107° C to 109° C and the following analysis values: